Dataset: the Open Reaction Database (ORD), a public repository of structured organic reaction records. Task: describe an organic reaction: reactants, conditions, products, and yield RXN SMILES: [CH:1]([CH3:2])([CH3:3])[c:4]1[n:5][n:6]2[c:7]([cH:8][cH:9][cH:10][cH:11]2)[cH:12]1.[Cl:21][CH2:22][CH2:23][Cl:24].[I:13][N:14]1[C:15](=[O:16])[CH2:17][CH2:18][C:19]1=[O:20].[O:25]1[CH2:26][CH2:27][CH2:28][CH2:29]1>>[CH:1]([CH3:2])([CH3:3])[c:4]1[n:5][n:6]2[c:7]([cH:8][cH:9][cH:10][cH:11]2)[c:12]1[I:13]. Reactants: CC(C)c1cc2ccccn2n1, ClCCCl, O=C1CCC(=O)N1I, C1CCOC1. Product: CC(C)c1nn2ccccc2c1I. Reactants: CC(C)(OC(=O)N[C@@H](CC(=O)O)CC1=C(C=CC(=C1)F)F)C ((3R)-3-[(1,1-dimethylethoxycarbonyl)amino]4-(2,5-difluorophenyl)butanoic acid), CN1CCOCC1 (N-methylmorpholine), ClC(=O)OCC(C)C (isobutyl chloroformate), Cl.ClC=1C2=C(N=C(N1)C(F)(F)F)CNCC2 (4-Chloro-2-(trifluoromethyl)-5,6,7,8-tetrahydropyrido[3,4-d]pyrimidine, hydrochloride), CN1CCOCC1 (N-methylmorpholine). The solvent is CCOCC (ether), C1CCOC1 (THF), C1CCOC1 (THF). Conditions: temperature -15 celsius, time 10 minute. Yields the product CC(C)(OC(=O)N[C@@H](CC(=O)N1CC=2N=C(N=C(C2CC1)Cl)C(F)(F)F)CC1=C(C=CC(=C1)F)F)C (7-[(3R)-3-[(1,1-Dimethylethoxycarbonyl)amino]-4-(2,5-difluorophenyl)butanoyl]-4-chloro-2-(trifluoromethyl)-5,6,7,8-tetrahydropyrido[3,4-d]pyrimidine). Yield: 58.0%. Reaction SMILES: [CH3:1][C:2]([CH3:22])([O:4][C:5]([NH:7][C@H:8]([CH2:13][C:14]1[CH:19]=[C:18]([F:20])[CH:17]=[CH:16][C:15]=1[F:21])[CH2:9][C:10]([OH:12])=O)=[O:6])[CH3:3].CN1CCOCC1.ClC(OCC(C)C)=O.Cl.[Cl:39][C:40]1[C:41]2[CH2:53][CH2:52][NH:51][CH2:50][C:42]=2[N:43]=[C:44]([C:46]([F:49])([F:48])[F:47])[N:45]=1>C1COCC1.CCOCC>[CH3:22][C:2]([CH3:1])([O:4][C:5]([NH:7][C@H:8]([CH2:13][C:14]1[CH:19]=[C:18]([F:20])[CH:17]=[CH:16][C:15]=1[F:21])[CH2:9][C:10]([N:51]1[CH2:52][CH2:53][C:41]2[C:40]([Cl:39])=[N:45][C:44]([C:46]([F:49])([F:48])[F:47])=[N:43][C:42]=2[CH2:50]1)=[O:12])=[O:6])[CH3:3] |f:3.4|. Reported procedure: A mixture of 60 mg (0.20 mmol) of (3R)-3-[(1,1-dimethylethoxycarbonyl)amino]4-(2,5-difluorophenyl)butanoic acid and 0.033 mL (0.30 mmol) of N-methylmorpholine in 0.6 mL of THF was cooled to −15° C. and 0.031 mL of isobutyl chloroformate was added. After 10 min, 1.0 mL of ether was added. The mixture was transferred to a syringe and filtered through a syringe filter into a mixture of 35 mg (0.20 mmol) of amine hydrochloride from Step A and 0.033 mL (0.30 mmol) of N-methylmorpholine in 0.5 mL of T... Starting materials: NC1=CC=C(C#N)C=C1 (p-aminobenzonitrile), C(CC)C1=CC=C(C=O)C=C1 (p-n-propylbenzaldehyde), C1(=CC=C(C=C1)S(=O)(=O)O)C (p-toluenesulfonic acid). The solvent is C1=CC=CC=C1 (benzene). Yields the product C(CC)C1=CC=C(C=NC2=CC=C(C#N)C=C2)C=C1 (p-[(p-n-propylbenzyliden)amino]-benzonitrile). As a reaction SMILES: [NH2:1][C:2]1[CH:9]=[CH:8][C:5]([C:6]#[N:7])=[CH:4][CH:3]=1.[CH2:10]([C:13]1[CH:20]=[CH:19][C:16]([CH:17]=O)=[CH:15][CH:14]=1)[CH2:11][CH3:12].C1(C)C=CC(S(O)(=O)=O)=CC=1>C1C=CC=CC=1>[CH2:10]([C:13]1[CH:20]=[CH:19][C:16]([CH:17]=[N:1][C:2]2[CH:9]=[CH:8][C:5]([C:6]#[N:7])=[CH:4][CH:3]=2)=[CH:15][CH:14]=1)[CH2:11][CH3:12]. Procedure: A mixture of 5.9 g. of p-aminobenzonitrile and 7.4 g. of p-n-propylbenzaldehyde in 100 ml. of benzene is treated with 150 mg. of p-toluenesulfonic acid and reacted as described in Example 1. After evaporation, there remain 12.5 g. of a yellowish oil which crystallizes with cooling. Purification is carried out by several recrystallizations from isopropanol as described in Example 1. The p-[(p-n-propylbenzyliden)amino]-benzonitrile which is obtained has a melting point of 64.8°-65.5° C. and a clea... Yields the product c3ccc(c2ccc1OCOc1c2)cc3. The reagents and catalysts are PCy3. Reaction conditions: temperature 150 celsius, time 10 hour. Reactants: OB(O)c1ccccc1 (effective_coupling_partner), CCN(CC)C(=O)Oc2ccc1OCOc1c2 (substrate). Starting materials: C(C)(C)(C)OC(N[C@@H]1CC[C@@H](CC1)OC=1C=C2C=CNC(C2=CC1)=O)=O (cis-[4-(1-Oxo-1,2-dihydroisoquinolin-6-yloxy)cyclohexyl]carbamic acid tert-butyl ester). The solvent is ClCCl (dichloromethane), FC(C(=O)O)(F)F (trifluoroacetic acid). Run at time 1 hour. The product is N[C@H]1CC[C@H](CC1)OC=1C=C2C=CNC(C2=CC1)=O (cis-6-(4-aminocyclohexyloxy)-2H-isoquinolin-1-one). RXN SMILES: C(OC(=O)[NH:7][C@H:8]1[CH2:13][CH2:12][C@@H:11]([O:14][C:15]2[CH:16]=[C:17]3[C:22](=[CH:23][CH:24]=2)[C:21](=[O:25])[NH:20][CH:19]=[CH:18]3)[CH2:10][CH2:9]1)(C)(C)C>ClCCl.FC(F)(F)C(O)=O>[NH2:7][C@@H:8]1[CH2:9][CH2:10][C@H:11]([O:14][C:15]2[CH:16]=[C:17]3[C:22](=[CH:23][CH:24]=2)[C:21](=[O:25])[NH:20][CH:19]=[CH:18]3)[CH2:12][CH2:13]1. Procedure details: A suspension of 6-Hydroxy-2H-isoquinolin-1-one (0.1 g, 0.62 mmol) and potassium carbonate (0.13 g, 0.93 mmol) in DMF (2.5 ml) was heated to 110° C. and a solution of methanesulfonic acid trans-4-tert-butoxycarbonylaminocyclohexyl ester (0.27 g, 0.93 mmol) in DMF (1.5 ml) was added dropwise. Heating was continued at 110° C. for 16 hours and the solvent removed in vacuo. The residue was taken up in chloroform/isopropanol (3:1) and washed with 1M NaOH. The organics were collected through a hydropho...